From a dataset of the Open Reaction Database (ORD), a public repository of structured organic reaction records. describe an organic reaction: reactants, conditions, products, and yield The reactants are COc1ccc(CC(C)NC(C)=O)cc1OCc1ccccc1, CCOC(C)=O, Cc1ccccc1, O. The product is COc1cc2c(cc1OCc1ccccc1)CC(C)N(C(C)=O)C2. Reaction SMILES: [CH2:1]([c:2]1[cH:3][cH:4][cH:5][cH:6][cH:7]1)[O:8][c:9]1[cH:10][c:11]([CH2:17][CH:18]([CH3:19])[NH:20][C:21]([CH3:22])=[O:23])[cH:12][cH:13][c:14]1[O:15][CH3:16].[CH3:25][CH2:26][O:27][C:28](=[O:29])[CH3:30].[CH3:31][c:32]1[cH:33][cH:34][cH:35][cH:36][cH:37]1.[OH2:24]>>[CH2:1]([c:2]1[cH:3][cH:4][cH:5][cH:6][cH:7]1)[O:8][c:9]1[cH:10][c:11]2[c:12]([cH:13][c:14]1[O:15][CH3:16])[CH2:25][N:20]([C:21]([CH3:22])=[O:23])[CH:18]([CH3:19])[CH2:17]2. Starting materials: C(O)([O-])=O.[Na+] (sodium hydrogencarbonate), N1=CC=CC=2CCC3=C(SC21)C=C(C=C3)C(C(=O)O)C (2-(5,6-dihydro benzo[b]pyrido[3,2-f]thiepin-9-yl)-propionic acid), C(C)O (ethanol), ice water, Cl (hydrogen chloride). Reaction conditions: time 3 hour. Procedure: To 40 mg of 2-(5,6-dihydro benzo[b]pyrido[3,2-f]thiepin-9-yl)-propionic acid was added 15 ml of ethanol containing hydrogen chloride and the mixture was stirred at room temperature for 3 hours. The solvent was distilled off to obtain the residue, to which was added ice-water, and the resulting mixture was alkalified with 5% sodium hydrogencarbonate and extracted with ethyl acetate. The extract was washed with water and dried over anhydrous sodium sulfate. The solvent was distilled off to obtain ... RXN SMILES: [N:1]1[C:11]2[S:10][C:9]3[CH:12]=[C:13]([CH:16]([CH3:20])[C:17]([OH:19])=[O:18])[CH:14]=[CH:15][C:8]=3[CH2:7][CH2:6][C:5]=2[CH:4]=[CH:3][CH:2]=1.Cl.C(=O)([O-])O.[Na+].[CH2:27](O)[CH3:28]>>[N:1]1[C:11]2[S:10][C:9]3[CH:12]=[C:13]([CH:16]([CH3:20])[C:17]([O:19][CH2:27][CH3:28])=[O:18])[CH:14]=[CH:15][C:8]=3[CH2:7][CH2:6][C:5]=2[CH:4]=[CH:3][CH:2]=1 |f:2.3|. The product is N1=CC=CC=2CCC3=C(SC21)C=C(C=C3)C(C(=O)OCC)C (ethyl 2-(5,6-dihydro benzo[b]pyrido[3,2-f]thiepin-9-yl)-propionate). The reactants are C (Norit), [C@@H]1([C@H](O)[C@H](O)[C@H](O1)CO)C=1SC=C(N1)C(=O)OCC (Ethyl 2-β-D-ribofuranosylthiazole-4-carboxylate), N (ammonia), solid. Run in C(C)O (ethanol). Conditions: time 2 hour. Yields the product [C@@H]1([C@H](O)[C@H](O)[C@H](O1)CO)C=1SC=C(N1)C(=O)N (2-β-D-Ribofuranosylthiazole-4-carboxamide). Reaction SMILES: [C@@H:1]1([C:10]2[S:11][CH:12]=[C:13]([C:15]([O:17]CC)=O)[N:14]=2)[O:7][C@H:6]([CH2:8][OH:9])[C@@H:4]([OH:5])[C@H:2]1[OH:3].[NH3:20].C>C(O)C>[C@@H:1]1([C:10]2[S:11][CH:12]=[C:13]([C:15]([NH2:20])=[O:17])[N:14]=2)[O:7][C@H:6]([CH2:8][OH:9])[C@@H:4]([OH:5])[C@H:2]1[OH:3]. Procedure: Ethyl 2-β-D-ribofuranosylthiazole-4-carboxylate (5, 120.8 g, 0.418 mol) was mixed with cold (-20° C.) methanolic ammonia (saturated at 0° C.). The mixture was protected from moisture and at 5° C. for 2 days. The mixture was evaporated (40° C., 20 mm) to a sticky foam. The residue was dissolved in hot ethanol (500 mL) and then, with stirring, 2-propanol (500 mL) was added. The mixture was allowed to stand at ambient temperature for 2 h and then was refrigerated (5° C.) for 1 d. The yellow solid w... The reactants are C=Cc1ccnc(OC(C)(C)C)n1, O=C([O-])[O-], CCOC(C)=O, CCO, Cl, Fc1ccccc1OCC1CCNCC1, [K+], [K+]. The product is CC(C)(C)Oc1nccc(CCN2CCC(COc3ccccc3F)CC2)n1. RXN SMILES: [C:1]([CH3:2])([CH3:3])([CH3:4])[O:5][c:6]1[n:7][cH:8][cH:9][c:10]([CH:12]=[CH2:13])[n:11]1.[C:30](=[O:31])([O-:32])[O-:33].[CH3:36][CH2:37][O:38][C:39](=[O:40])[CH3:41].[CH3:42][CH2:43][OH:44].[ClH:14].[F:15][c:16]1[c:17]([O:18][CH2:19][CH:20]2[CH2:21][CH2:22][NH:23][CH2:24][CH2:25]2)[cH:26][cH:27][cH:28][cH:29]1.[K+:34].[K+:35]>>[C:1]([CH3:2])([CH3:3])([CH3:4])[O:5][c:6]1[n:7][cH:8][cH:9][c:10]([CH2:12][CH2:13][N:23]2[CH2:22][CH2:21][CH:20]([CH2:19][O:18][c:17]3[c:16]([F:15])[cH:29][cH:28][cH:27][cH:26]3)[CH2:25][CH2:24]2)[n:11]1. The reactants are C(C1=CC=CC=C1)C=1C=NC2=C(C=CC=C2C1C=1C=C(C=CC1)O)C(F)(F)F (3-[3-benzyl-8-(trifluoromethyl)quinolin-4-yl]phenol), COC(CC=1N(C(=CC1)CO)C)=O ((5-hydroxymethyl-1-methyl-1H-pyrrol-2-yl)-acetic acid methyl ester). The product is C(C1=CC=CC=C1)C=1C=NC2=C(C=CC=C2C1C1=CC=C(OCC2=CC=C(N2C)CC(=O)OC)C=C1)C(F)(F)F (METHYL [5-({4-[3-BENZYL-8-(TRIFLUOROMETHYL)QUINOLIN-4-YL]PHENOXY}METHYL)-1-METHYL-1H-PYRROL-2-YL]ACETATE). As a reaction SMILES: [CH2:1]([C:8]1[CH:9]=[N:10][C:11]2[C:16]([C:17]=1[C:18]1[CH:19]=[C:20](O)[CH:21]=[CH:22][CH:23]=1)=[CH:15][CH:14]=[CH:13][C:12]=2[C:25]([F:28])([F:27])[F:26])[C:2]1[CH:7]=[CH:6][CH:5]=[CH:4][CH:3]=1.[CH3:29][O:30][C:31](=[O:41])[CH2:32][C:33]1[N:34]([CH3:40])[C:35]([CH2:38][OH:39])=[CH:36][CH:37]=1>>[CH2:1]([C:8]1[CH:9]=[N:10][C:11]2[C:16]([C:17]=1[C:18]1[CH:23]=[CH:22][C:21]([O:39][CH2:38][C:35]3[N:34]([CH3:40])[C:33]([CH2:32][C:31]([O:30][CH3:29])=[O:41])=[CH:37][CH:36]=3)=[CH:20][CH:19]=1)=[CH:15][CH:14]=[CH:13][C:12]=2[C:25]([F:26])([F:27])[F:28])[C:2]1[CH:3]=[CH:4][CH:5]=[CH:6][CH:7]=1. Procedure: The title compound was prepared from 3-[3-benzyl-8-(trifluoromethyl)quinolin-4-yl]phenol and (5-hydroxymethyl-1-methyl-1H-pyrrol-2-yl)-acetic acid methyl ester according to the procedure of Example 69. MS (ESI) m/z 545. Starting materials: S(O)(O)(=O)=O (sulfuric acid), FC=1C=CC(=NC1)C1(CC1)C#N (1-(5-fluoropyridin-2-yl)cyclopropanecarbonitrile), C(=O)(O)[O-].[Na+] (NaHCO3). The solvent is C(C)O (ethanol). Conditions: temperature 60 celsius, time 24 hour. Product: FC=1C=CC(=NC1)C1(CC1)C(=O)O (1-(5-fluoro-pyridin-2-yl)-cyclopropanecarboxylic acid). As a reaction SMILES: [F:1][C:2]1[CH:3]=[CH:4][C:5]([C:8]2(C#N)[CH2:10][CH2:9]2)=[N:6][CH:7]=1.S(=O)(=O)(O)O.[C:18]([O-:21])(O)=[O:19].[Na+]>C(O)C>[F:1][C:2]1[CH:3]=[CH:4][C:5]([C:8]2([C:18]([OH:21])=[O:19])[CH2:10][CH2:9]2)=[N:6][CH:7]=1 |f:2.3|. Reported procedure: 1-(5-fluoropyridin-2-yl)cyclopropanecarbonitrile (880 mg) was dissolved in ethanol (10 ml) before slow, dropwise addition of 96% sulfuric acid (10 ml). The reaction mixture was allowed to stir at 60° C. for 24 hr. Upon cooling, NaHCO3 was added until pH 8 and then the solution extracted three times with ethyl acetate, the organics were washed with brine and dried over Na2SO4 before concentration in vacuo.